This data is from the Open Reaction Database (ORD), a public repository of structured organic reaction records. The task is: describe an organic reaction: reactants, conditions, products, and yield Starting materials: C1CCOC1, [Li]CCCC, CCOCC, CCCCCC, COc1cc(-c2cccc(Cl)c2)c2cc(C(=O)c3cncn3C)ccc2n1, c1cscn1. The product is COc1cc(-c2cccc(Cl)c2)c2cc(C(O)(c3nccs3)c3cncn3C)ccc2n1. Reaction SMILES: [CH2:49]1[O:50][CH2:51][CH2:52][CH2:53]1.[CH3:1][CH2:2][CH2:3][CH2:4][Li:5].[CH3:44][CH2:45][O:46][CH2:47][CH3:48].[CH3:6][CH2:7][CH2:8][CH2:9][CH2:10][CH3:11].[Cl:17][c:18]1[cH:19][c:20](-[c:24]2[cH:25][c:26]([O:42][CH3:43])[n:27][c:28]3[cH:29][cH:30][c:31]([C:34](=[O:35])[c:36]4[cH:37][n:38][cH:39][n:40]4[CH3:41])[cH:32][c:33]23)[cH:21][cH:22][cH:23]1.[cH:12]1[cH:13][s:14][cH:15][n:16]1>>[cH:12]1[cH:13][s:14][c:15]([C:34]([c:31]2[cH:30][cH:29][c:28]3[n:27][c:26]([O:42][CH3:43])[cH:25][c:24](-[c:20]4[cH:19][c:18]([Cl:17])[cH:23][cH:22][cH:21]4)[c:33]3[cH:32]2)([OH:35])[c:36]2[cH:37][n:38][cH:39][n:40]2[CH3:41])[n:16]1. The reactants are COC(=O)C=1C=CC=2C(C3=CC=CC=C3OC2C1)=O (9-oxo-9H-xanthene-3-carboxylic acid methyl ester), [OH-].[Na+] (sodium hydroxide), Cl (hydrochloric acid). Solvent: CO (MeOH). Yields the product O=C1C2=CC=CC=C2OC=2C=C(C=CC12)C(=O)O (9-Oxo-9H-xanthene-3-carboxylic acid). RXN SMILES: C[O:2][C:3]([C:5]1[CH:6]=[CH:7][C:8]2[C:9](=[O:19])[C:10]3[C:15]([O:16][C:17]=2[CH:18]=1)=[CH:14][CH:13]=[CH:12][CH:11]=3)=[O:4].[OH-].[Na+].Cl>CO>[O:19]=[C:9]1[C:8]2[CH:7]=[CH:6][C:5]([C:3]([OH:4])=[O:2])=[CH:18][C:17]=2[O:16][C:15]2[C:10]1=[CH:11][CH:12]=[CH:13][CH:14]=2 |f:1.2|. Reported procedure: A solution of 9-oxo-9H-xanthene-3-carboxylic acid methyl ester (3.75 mmol) and 3 N sodium hydroxide (4.12 mmol) in MeOH (30 mL) was heated at reflux for 2 h. The solution was cooled to rt and made acidic with 2 N hydrochloric acid. The mixture was concentrated in vacuo, and then diluted with water. The resultant solid was collected by filtration, washed with water and air-dried to yield the title compound. Run in C1CCOC1 (THF), C(Cl)Cl (CH2Cl2). The product is C(CCCCCCC)OC1=CC=C(C=C1)C1CN(CCO1)CCOP(OC(C)(C)C)(OC(C)(C)C)=O (phosphoric acid di-tert-butyl ester 2-[2-(4-octyloxy-phenyl)-morpholin-4-yl]-ethyl ester). RXN SMILES: [CH2:1]([O:9][C:10]1[CH:15]=[CH:14][C:13]([CH:16]2[O:21][CH2:20][CH2:19][N:18]([CH2:22][CH2:23][OH:24])[CH2:17]2)=[CH:12][CH:11]=1)[CH2:2][CH2:3][CH2:4][CH2:5][CH2:6][CH2:7][CH3:8].N1C=NN=N1.CC#N.C(N(C(C)C)[P:37]([O:43][C:44]([CH3:47])([CH3:46])[CH3:45])[O:38][C:39]([CH3:42])([CH3:41])[CH3:40])(C)C.[OH:51]O>C1COCC1.C(Cl)Cl>[CH2:1]([O:9][C:10]1[CH:15]=[CH:14][C:13]([CH:16]2[O:21][CH2:20][CH2:19][N:18]([CH2:22][CH2:23][O:24][P:37](=[O:51])([O:38][C:39]([CH3:40])([CH3:41])[CH3:42])[O:43][C:44]([CH3:45])([CH3:46])[CH3:47])[CH2:17]2)=[CH:12][CH:11]=1)[CH2:2][CH2:3][CH2:4][CH2:5][CH2:6][CH2:7][CH3:8]. Yield: 33.6%. The reactants are C(C)(C)N(P(OC(C)(C)C)OC(C)(C)C)C(C)C (di-tert-butyl N,N-diisopropylphosphoramidite), N1N=NN=C1 (tetrazole), CC#N (CH3CN), OO (hydrogen peroxide), C(CCCCCCC)OC1=CC=C(C=C1)C1CN(CCO1)CCO (2-[2-(4-octyloxy-phenyl)-morpholin-4-yl]-ethanol). Reaction conditions: time 30 minute. Procedure details: To a solution of 2-[2-(4-octyloxy-phenyl)-morpholin-4-yl]-ethanol (1.33 g; 4.0 mmol) in a mixture of THF (15 mL) and CH2Cl2 (15 mL) was added a tetrazole solution in CH3CN (17.6 mL; 0.45 mol/L; 7.9 mmol) at RT. The resulting mixture was stirred for 30 minutes and subsequently di-tert-butyl N,N-diisopropylphosphoramidite (2.00 ml; 6.3 mmol) was added and stirred overnight at RT. Subsequently, an aqueous hydrogen peroxide solution (1.80 ml; 300 g/1; 15.9 mmol) was added and the mixture stirred at ... The reactants are COC1=CC=C(C=C1)NC1=NN(CC1)C1=CC=CC=C1 (4,5-Dihydro-N-(4-methoxyphenyl)-1-phenyl-1H-pyrazol-3amine). The reagents and catalysts are [O-2].[O-2].[Mn+4] (manganese dioxide). Run in ClCCl (dichloromethane). Reaction conditions: time 2 hour. Product: COC1=CC=C(C=C1)NC1=NN(C=C1)C1=CC=CC=C1 (N-(4-Methoxyphenyl)-1-phenyl-1H-pyrazol-3-amine). RXN SMILES: [CH3:1][O:2][C:3]1[CH:8]=[CH:7][C:6]([NH:9][C:10]2[CH2:14][CH2:13][N:12]([C:15]3[CH:20]=[CH:19][CH:18]=[CH:17][CH:16]=3)[N:11]=2)=[CH:5][CH:4]=1>ClCCl.[O-2].[O-2].[Mn+4]>[CH3:1][O:2][C:3]1[CH:4]=[CH:5][C:6]([NH:9][C:10]2[CH:14]=[CH:13][N:12]([C:15]3[CH:16]=[CH:17][CH:18]=[CH:19][CH:20]=3)[N:11]=2)=[CH:7][CH:8]=1 |f:2.3.4|. Reported procedure: 4,5-Dihydro-N-(4-methoxyphenyl)-1-phenyl-1H-pyrazol-3amine (50 g) was dissolved in dichloromethane (500 ml) and treated portionwise with activated manganese dioxide (50 g) over one hour. The mixture was stirred for a further 2 hours then filtered through bentonite and chromatographed on a silica column with dichloromethane as eluant. The eluants were evaporated to dryness and the title compound recrystallised from aqueous ethanol as an off-white solid (40 g), mp 96°-98°.